From a dataset of the Open Reaction Database (ORD), a public repository of structured organic reaction records. describe an organic reaction: reactants, conditions, products, and yield Starting materials: C1CCC2=NCCCN2CC1 (DBU), C(C)(C)S(=O)(=O)Cl (isopropylsulfonyl chloride), C(C(=O)O)(=O)O.ClC1=CC=C(C=C1)C1C(CCC1)N (2-(4-chloro-phenyl)-cyclopentylamine oxalate salt). Solvent: C(Cl)Cl (methylene chloride), C(Cl)Cl (methylene chloride). Reaction conditions: temperature 0 celsius, time 60 minute. Yields the product ClC1=CC=C(C=C1)[C@@H]1[C@@H](CCC1)NS(=O)(=O)C(C)C ((+,−) Cis-propane-2-sulfonic Acid (2-p-chlorophenyl-cyclopentyl)-amide). As a reaction SMILES: C(O)(=O)C(O)=O.[Cl:7][C:8]1[CH:13]=[CH:12][C:11]([CH:14]2[CH2:18][CH2:17][CH2:16][CH:15]2[NH2:19])=[CH:10][CH:9]=1.C1CCN2C(=NCCC2)CC1.[CH:31]([S:34](Cl)(=[O:36])=[O:35])([CH3:33])[CH3:32]>C(Cl)Cl>[Cl:7][C:8]1[CH:9]=[CH:10][C:11]([C@H:14]2[CH2:18][CH2:17][CH2:16][C@H:15]2[NH:19][S:34]([CH:31]([CH3:33])[CH3:32])(=[O:36])=[O:35])=[CH:12][CH:13]=1 |f:0.1|. Procedure details: A 100 mL round bottom flask equipped with a magnetic stirrer was charged with (+,−) cis-[2-(4-chloro-phenyl)-cyclopentylamine oxalate salt (200 mg, 0.70 mmol), methylene chloride (5.0 mL) and the solution was cooled to 0° C. DBU (0.84 mL, 5.60 mmol) and isopropylsulfonyl chloride (0.47 mL, 4.20 mmol) were added. The reaction was then stirred at 0° C. for 60.0 minutes and brought to room temperature with stirring overnight. The reaction was diluted with methylene chloride and washed with 1N HCl, ...